Dataset: the Open Reaction Database (ORD), a public repository of structured organic reaction records. Task: describe an organic reaction: reactants, conditions, products, and yield Reactants: COC(=O)C1=C(C2=C(N=CN=C2NC=2C(=NC=CC2)OC2CCOCC2)S1)C (5-methyl-4-[2-(tetrahydro-pyran-4-yloxy)-pyridin-3-ylamino]-thieno[2,3-d]pyrimidine-6-carboxylic acid methyl ester), [OH-].[Li+] (Lithium hydroxide), [OH-].[Na+] (sodium hydroxide). Yields the product CC1=C(SC=2N=CN=C(C21)NC=2C(=NC=CC2)OC2CCOCC2)C(=O)O (5-Methyl-4-[2-(tetrahydro-pyran-4-yloxy)-pyridin-3-ylamino]-thieno[2,3-d]pyrimidine-6-carboxylic acid). As a reaction SMILES: C[O:2][C:3]([C:5]1[S:27][C:8]2[N:9]=[CH:10][N:11]=[C:12]([NH:13][C:14]3[C:15]([O:20][CH:21]4[CH2:26][CH2:25][O:24][CH2:23][CH2:22]4)=[N:16][CH:17]=[CH:18][CH:19]=3)[C:7]=2[C:6]=1[CH3:28])=[O:4].[OH-].[Li+].[OH-].[Na+]>>[CH3:28][C:6]1[C:7]2[C:12]([NH:13][C:14]3[C:15]([O:20][CH:21]4[CH2:22][CH2:23][O:24][CH2:25][CH2:26]4)=[N:16][CH:17]=[CH:18][CH:19]=3)=[N:11][CH:10]=[N:9][C:8]=2[S:27][C:5]=1[C:3]([OH:4])=[O:2] |f:1.2,3.4|. Procedure details: Prepared analogously to 1.2. from 5-methyl-4-[2-(tetrahydro-pyran-4-yloxy)-pyridin-3-ylamino]-thieno[2,3-d]pyrimidine-6-carboxylic acid methyl ester. Lithium hydroxide was replaced by sodium hydroxide (2M). Reactants: Cl.C1(=NN=C2N1C1=C(N=C2)NC=C1)[C@H]1C[C@@H](CC1)N ((1R,3R)-3-(6H-pyrrolo[2,3-e][1,2,4]triazolo[4,3-a]pyrazin-1-yl)cyclopentanamine hydrochloride), TEA, N1(CCCC1)C(=O)Cl (pyrrolidine-1-carbonyl chloride). The solvent is C1CCOC1 (THF). Reaction conditions: temperature 60 celsius. Yields the product C1(=NN=C2N1C1=C(N=C2)NC=C1)[C@H]1C[C@@H](CC1)NC(=O)N1CCCC1 (N-((1R,3R)-3-(6H-pyrrolo[2,3-e][1,2,4]triazolo[4,3-a]pyrazin-1-yl)cyclopentyl)pyrrolidine-1-carboxamide). Isolated yield 11.5%. Reaction SMILES: Cl.[C:2]1([C@@H:14]2[CH2:18][CH2:17][C@@H:16]([NH2:19])[CH2:15]2)[N:6]2[C:7]3[CH:13]=[CH:12][NH:11][C:8]=3[N:9]=[CH:10][C:5]2=[N:4][N:3]=1.[N:20]1([C:25](Cl)=[O:26])[CH2:24][CH2:23][CH2:22][CH2:21]1>C1COCC1>[C:2]1([C@@H:14]2[CH2:18][CH2:17][C@@H:16]([NH:19][C:25]([N:20]3[CH2:24][CH2:23][CH2:22][CH2:21]3)=[O:26])[CH2:15]2)[N:6]2[C:7]3[CH:13]=[CH:12][NH:11][C:8]=3[N:9]=[CH:10][C:5]2=[N:4][N:3]=1 |f:0.1|. Procedure details: A round bottom flask was charged with (1R,3R)-3-(6H-pyrrolo[2,3-e][1,2,4]triazolo[4,3-a]pyrazin-1-yl)cyclopentanamine hydrochloride (0.150 g, 0.62 mmol, Example #D.1.4) and TEA (0.26 mL, 1.9 mmol) in THF (5.7 mL). The reaction mixture was stirred for about 5 min at ambient temperature before pyrrolidine-1-carbonyl chloride (0.052 mL, 0.46 mmol) was added. The reaction was heated at about 60° C. for about 16 h, cooled to ambient temperature, and concentrated under reduced pressure. The crude prod... The reactants are C(C1=CC=CC=C1)OC(=O)[C@H](CC1=CC=C(C=C1)C1=CC=CC=C1)NC(=O)N(CCC(C)C)CCN(C)C (1-[(1S)-1-(benzyloxycarbonyl)-2-(4-biphenylyl) ethyl]-3-[2-(dimethylamino)ethyl]-3-isopentyl urea), C(C1=CC=CC=C1)OC(=O)[C@H](CC1=CC=C(C=C1)C1=CC=CC=C1)NC(=O)N(CCC(C)C)CCN(C)C (1-[(1S)-1-(benzyloxycarbonyl)-2-(4-biphenylyl) ethyl]-3-[2-(dimethylamino)ethyl]-3-isopentyl urea), [Br-].[Li+] (Lithium bromide), [Cl-].[NH4+] (ammonium chloride), B.[Na] (sodium boron hydride). The solvent is C(C)O (ethanol), C(C)O (ethanol). Run at time 1 hour. Yields the product C1(=CC=C(C=C1)C[C@@H](CO)NC(=O)N(CCC(C)C)CCN(C)C)C1=CC=CC=C1 (1-[(1S)-1-[(4-Biphenylyl)methyl]-2-hydroxyethyl]-3-[2-(dimethylamino)ethyl]-3-isopentyl Urea). Yield: 55.8%. As a reaction SMILES: [Br-].[Li+].B.[Na].C([O:12][C:13]([C@@H:15]([NH:29][C:30]([N:32]([CH2:38][CH2:39][N:40]([CH3:42])[CH3:41])[CH2:33][CH2:34][CH:35]([CH3:37])[CH3:36])=[O:31])[CH2:16][C:17]1[CH:22]=[CH:21][C:20]([C:23]2[CH:28]=[CH:27][CH:26]=[CH:25][CH:24]=2)=[CH:19][CH:18]=1)=O)C1C=CC=CC=1.[Cl-].[NH4+]>C(O)C>[C:20]1([C:23]2[CH:24]=[CH:25][CH:26]=[CH:27][CH:28]=2)[CH:19]=[CH:18][C:17]([CH2:16][C@H:15]([NH:29][C:30]([N:32]([CH2:38][CH2:39][N:40]([CH3:41])[CH3:42])[CH2:33][CH2:34][CH:35]([CH3:37])[CH3:36])=[O:31])[CH2:13][OH:12])=[CH:22][CH:21]=1 |f:0.1,2.3,5.6,^1:3|. Procedure details: Lithium bromide (179 mg) and sodium boron hydride (52 mg) were suspended in anhydrous ethanol (1 ml) in the nitrogen gas atmosphere and the resulting suspension was stirred at room temperature for one hour. To the suspension, there was dropwise added a solution of 1-[(1S)-1-(benzyloxycarbonyl)-2-(4-biphenylyl) ethyl]-3-[2-(dimethylamino)ethyl]-3-isopentyl urea (Compound 4-1, 310 mg) in anhydrous ethanol (5.8 ml) with ice cooling. The resulting mixture was stirred at room temperature for 24 hours... Starting materials: COC(=O)C1(CN2CCC(CNC(=O)OC(C)(C)C)CC2)CCCC1, CO, Cl, [Na+], [OH-], O. As a reaction SMILES: [C:1]([CH3:2])([CH3:3])([CH3:4])[O:5][C:6](=[O:7])[NH:8][CH2:9][CH:10]1[CH2:11][CH2:12][N:13]([CH2:16][C:17]2([C:22](=[O:23])[O:24][CH3:25])[CH2:18][CH2:19][CH2:20][CH2:21]2)[CH2:14][CH2:15]1.[CH3:27][OH:28].[ClH:26].[Na+:30].[OH-:29].[OH2:31]>>[C:1]([CH3:2])([CH3:3])([CH3:4])[O:5][C:6](=[O:7])[NH:8][CH2:9][CH:10]1[CH2:11][CH2:12][N:13]([CH2:16][C:17]2([C:22](=[O:23])[OH:24])[CH2:18][CH2:19][CH2:20][CH2:21]2)[CH2:14][CH2:15]1. The product is CC(C)(C)OC(=O)NCC1CCN(CC2(C(=O)O)CCCC2)CC1. Reactants: CC1(COB(OC1)C1=CC=C(C=C1)CCCC(=O)O)C (4-[4-(5,5-Dimethyl-[1,3,2]dioxaborinan-2-yl)-phenyl]-butyric acid), BrC1=CC=C(C=C1)CCCC(=O)NC1=CC(=C(C=C1)S(=O)(=O)C(C)C)C#N (4-(4-Bromophenyl)-N-(3-cyano-4-(isopropylsulfonyl)phenyl)butanamide), 5,5′,5′-tetramethyl-[2,2′]bi[[1,3,2]dioxaborinanyl]. Yields the product C(#N)C=1C=C(C=CC1S(=O)(=O)C(C)C)NC(CCCC1=CC=C(C=C1)B1OCC(CO1)(C)C)=O (N-(3-Cyano-4-(isopropylsulfonyl)phenyl)-4-(4-(5,5-dimethyl-1,3,2-dioxaborinan-2-yl)phenyl)butanamide). Yield: 97.0%. As a reaction SMILES: [CH3:1][C:2]1([CH3:20])[CH2:7][O:6][B:5]([C:8]2[CH:13]=[CH:12][C:11]([CH2:14][CH2:15][CH2:16][C:17]([OH:19])=O)=[CH:10][CH:9]=2)[O:4][CH2:3]1.BrC1C=CC(CCCC([NH:33][C:34]2[CH:39]=[CH:38][C:37]([S:40]([CH:43]([CH3:45])[CH3:44])(=[O:42])=[O:41])=[C:36]([C:46]#[N:47])[CH:35]=2)=O)=CC=1>>[C:46]([C:36]1[CH:35]=[C:34]([NH:33][C:17](=[O:19])[CH2:16][CH2:15][CH2:14][C:11]2[CH:10]=[CH:9][C:8]([B:5]3[O:4][CH2:3][C:2]([CH3:1])([CH3:20])[CH2:7][O:6]3)=[CH:13][CH:12]=2)[CH:39]=[CH:38][C:37]=1[S:40]([CH:43]([CH3:44])[CH3:45])(=[O:42])=[O:41])#[N:47]. Reported procedure: Using a procedure analogous to that used to prepare 2A, 9C (600 mg, 1.34 mmol) was reacted with 5,5′,5′-tetramethyl-[2,2′]bi[[1,3,2]dioxaborinanyl] to give 9D (625 mg, 97%) as a brown foam. MS (ESI) m/z 413.1 (M−H)− for free boronic acid. Starting materials: CC1(OB(OC1(C)C)C=1C=CC2=C(NC(=N2)[C@H]2N(CCC2)C(=O)OC(C)(C)C)C1)C ((S)-tert-butyl 2-(6-(4,4,5,5-tetramethyl-1,3,2-dioxaborolan-2-yl)-1H-benzo[d]imidazol-2-yl)pyrrolidine-1-carboxylate), BrC1=CC=2CCC3=CC(=CC=C3C2C=C1)Br (2,7-dibromo-9,10-dihydrophenanthrene), C([O-])([O-])=O.[K+].[K+] (potassium carbonate). Reagents/catalysts: C=1C=CC(=CC1)[P](C=2C=CC=CC2)(C=3C=CC=CC3)[Pd]([P](C=4C=CC=CC4)(C=5C=CC=CC5)C=6C=CC=CC6)([P](C=7C=CC=CC7)(C=8C=CC=CC8)C=9C=CC=CC9)[P](C=1C=CC=CC1)(C=1C=CC=CC1)C=1C=CC=CC1 (tetrakis(triphenylphosphine)palladium(0)). Run in C(OC)COC (dimethoxyethane). Reaction conditions: temperature 85 celsius, time 16 hour. The product is BrC1=CC=C2C=3C=CC(=CC3CCC2=C1)C=1C=CC2=C(NC(=N2)[C@H]2N(CCC2)C(=O)OC(C)(C)C)C1 ((S)-tert-butyl 2-(6-(7-bromo-9,10-dihydro-phenanthren-2-yl)-1H-benzo[d]imidazol-2-yl)-pyrrolidine-1-carboxylate). The yield is 59.2%. As a reaction SMILES: CC1(C)C(C)(C)OB([C:9]2[CH:10]=[CH:11][C:12]3[N:16]=[C:15]([C@@H:17]4[CH2:21][CH2:20][CH2:19][N:18]4[C:22]([O:24][C:25]([CH3:28])([CH3:27])[CH3:26])=[O:23])[NH:14][C:13]=3[CH:29]=2)O1.[Br:31][C:32]1[CH:45]=[CH:44][C:43]2[C:42]3[C:37](=[CH:38][C:39](Br)=[CH:40][CH:41]=3)[CH2:36][CH2:35][C:34]=2[CH:33]=1.C(=O)([O-])[O-].[K+].[K+]>C1C=CC([P]([Pd]([P](C2C=CC=CC=2)(C2C=CC=CC=2)C2C=CC=CC=2)([P](C2C=CC=CC=2)(C2C=CC=CC=2)C2C=CC=CC=2)[P](C2C=CC=CC=2)(C2C=CC=CC=2)C2C=CC=CC=2)(C2C=CC=CC=2)C2C=CC=CC=2)=CC=1.C(COC)OC>[Br:31][C:32]1[CH:33]=[C:34]2[C:43]([C:42]3[CH:41]=[CH:40][C:39]([C:9]4[CH:10]=[CH:11][C:12]5[N:16]=[C:15]([C@@H:17]6[CH2:21][CH2:20][CH2:19][N:18]6[C:22]([O:24][C:25]([CH3:28])([CH3:26])[CH3:27])=[O:23])[NH:14][C:13]=5[CH:29]=4)=[CH:38][C:37]=3[CH2:36][CH2:35]2)=[CH:44][CH:45]=1 |f:2.3.4,^1:56,58,77,96|. Procedure: A mixture of ((S)-tert-butyl 2-(6-(4,4,5,5-tetramethyl-1,3,2-dioxaborolan-2-yl)-1H-benzo[d]imidazol-2-yl)pyrrolidine-1-carboxylate (1.49 g, 3.6 mmol), 2,7-dibromo-9,10-dihydrophenanthrene (6.09 g, 18.0 mmol), 2M aqueous potassium carbonate solution (9 mL, 18.0 mmol), tetrakis(triphenylphosphine)palladium(0) (209 mg, 0.18 mmol) and dimethoxyethane (36 mL) was degassed with a stream of argon for twenty minutes. The reaction was heated to 85° C. After 16 hours, the reaction was cooled to room tempe... Reactants: [Al+3], CCOC(=O)c1c(CC)nn2ccc3c(c12)CCO3, [H-], [H-], [H-], [H-], [Li+], [Na+], [Na+], C1CCOC1, O, O, O, O, O, O, O, O, O, O, O=S(=O)([O-])[O-]. Yields the product CCc1nn2ccc3c(c2c1CO)CCO3. As a reaction SMILES: [Al+3:2].[CH2:7]([CH3:8])[c:9]1[n:10][n:11]2[c:12]([c:13]3[c:14]([cH:15][cH:16]2)[O:17][CH2:18][CH2:19]3)[c:20]1[C:21](=[O:22])[O:23][CH2:24][CH3:25].[H-:1].[H-:4].[H-:5].[H-:6].[Li+:3].[Na+:41].[Na+:42].[O:43]1[CH2:44][CH2:45][CH2:46][CH2:47]1.[OH2:26].[OH2:27].[OH2:28].[OH2:29].[OH2:30].[OH2:31].[OH2:32].[OH2:33].[OH2:34].[OH2:35].[S:36]([O-:37])([O-:38])(=[O:39])=[O:40]>>[CH2:7]([CH3:8])[c:9]1[n:10][n:11]2[c:12]([c:13]3[c:14]([cH:15][cH:16]2)[O:17][CH2:18][CH2:19]3)[c:20]1[CH2:21][OH:22].